This data is from the Open Reaction Database (ORD), a public repository of structured organic reaction records. The task is: describe an organic reaction: reactants, conditions, products, and yield Reaction SMILES: [CH3:21][NH:22][O:23][CH3:24].[CH3:30][O:31][C:32]([CH3:33])([CH3:34])[CH3:35].[CH:17]([OH:18])=[O:19].[ClH:20].[F:1][C:2]([CH:3]([CH:4]=[CH2:5])[O:6][CH2:7][C:8]([O:10][C:9]([CH3:11])([CH3:12])[CH3:13])=[O:14])([F:15])[F:16].[OH2:36].[nH:25]1[cH:26][cH:27][n:28][cH:29]1>>[F:1][C:2]([CH:3]([CH:4]=[CH2:5])[O:6][CH2:7][C:8](=[O:10])[N:22]([CH3:21])[O:23][CH3:24])([F:15])[F:16]. Starting materials: CNOC, COC(C)(C)C, O=CO, Cl, C=CC(OCC(=O)OC(C)(C)C)C(F)(F)F, O, c1c[nH]cn1. The product is C=CC(OCC(=O)N(C)OC)C(F)(F)F. Starting materials: C=O, CC(=O)O, O=S(=O)(NCCCCNCc1cccc2nccn12)C(F)(F)F. Product: O=S(=O)(NCCCCN1Cc2cccc3ncc(n23)C1)C(F)(F)F. As a reaction SMILES: [CH2:24]=[O:25].[CH3:26][C:27](=[O:28])[OH:29].[F:1][C:2]([S:3](=[O:4])(=[O:5])[NH:6][CH2:7][CH2:8][CH2:9][CH2:10][NH:11][CH2:12][c:13]1[cH:14][cH:15][cH:16][c:17]2[n:18]1[cH:19][cH:20][n:21]2)([F:22])[F:23]>>[F:1][C:2]([S:3](=[O:4])(=[O:5])[NH:6][CH2:7][CH2:8][CH2:9][CH2:10][N:11]1[CH2:12][c:13]2[cH:14][cH:15][cH:16][c:17]3[n:18]2[c:19]([cH:20][n:21]3)[CH2:24]1)([F:22])[F:23]. Reactants: C1(=CC=CC=C1)N=C(C#C)SCC1CCCCC1 (Cyclohexylmethyl N-phenylpropynthioimidate), FC1=CC=C(C=C1)S (4-fluorothiophenol). Solvent: C(Cl)(Cl)Cl (chloroform), C(Cl)(Cl)Cl (chloroform). Conditions: time 16 hour. The product is FC1=CC=C(C=C1)SC=CC(SCC1CCCCC1)=NC1=CC=CC=C1 (cyclohexylmethyl 3-(4-fluorophenylthio)-N-(phenyl)thioacrylimidate). The yield is 59.4%. Reaction SMILES: [C:1]1([N:7]=[C:8]([S:11][CH2:12][CH:13]2[CH2:18][CH2:17][CH2:16][CH2:15][CH2:14]2)[C:9]#[CH:10])[CH:6]=[CH:5][CH:4]=[CH:3][CH:2]=1.[F:19][C:20]1[CH:25]=[CH:24][C:23]([SH:26])=[CH:22][CH:21]=1>C(Cl)(Cl)Cl>[F:19][C:20]1[CH:25]=[CH:24][C:23]([S:26][CH:10]=[CH:9][C:8](=[N:7][C:1]2[CH:6]=[CH:5][CH:4]=[CH:3][CH:2]=2)[S:11][CH2:12][CH:13]2[CH2:18][CH2:17][CH2:16][CH2:15][CH2:14]2)=[CH:22][CH:21]=1. Procedure details: Cyclohexylmethyl N-phenylpropynthioimidate (0.34 g) was dissolved to chloroform (8 mL), chloroform (2 mL) solution of 4-fluorothiophenol (0.14 g) was added dropwise under ice-cooling, and then it was stirred at room temperature for 16 hours. The reaction solution was concentrated under reduced pressure. The residue was purified by medium pressure HPLC (hexane/ethyl acetate=98/2) to obtain cyclohexylmethyl 3-(4-fluorophenylthio)-N-(phenyl)thioacrylimidate (0.25 g) as pale yellow oil. Starting materials: ice water, CC1([C@@H]([C@H]1C=C(C)C)C(=O)Cl)C ((1R)-trans-2,2-dimethyl-3-(2-methyl-1-propenyl)cyclopropanecarboxylic acid chloride), FC1=C(C(=C(C(=C1F)C)F)F)CO ((2,3,5,6-tetrafluoro-4-methylphenyl)methanol), N1=CC=CC=C1 (pyridine). Run in O1CCCC1 (tetrahydrofuran). Conditions: time 8 hour. Yields the product CC1([C@@H]([C@H]1C=C(C)C)C(=O)OCC1=C(C(=C(C(=C1F)F)C)F)F)C ((2,3,5,6-tetrafluoro-4-methylphenyl)methyl (1R)-trans-2,2-dimethyl-3-(2-methyl-1-propenyl)cyclopropanecarboxylate). Isolated yield 87.0%. RXN SMILES: [CH3:1][C:2]1([CH3:12])[C@H:4]([CH:5]=[C:6]([CH3:8])[CH3:7])[C@H:3]1[C:9](Cl)=[O:10].[F:13][C:14]1[C:19]([F:20])=[C:18]([CH3:21])[C:17]([F:22])=[C:16]([F:23])[C:15]=1[CH2:24][OH:25].N1C=CC=CC=1>O1CCCC1>[CH3:1][C:2]1([CH3:12])[C@H:4]([CH:5]=[C:6]([CH3:8])[CH3:7])[C@H:3]1[C:9]([O:25][CH2:24][C:15]1[C:16]([F:23])=[C:17]([F:22])[C:18]([CH3:21])=[C:19]([F:20])[C:14]=1[F:13])=[O:10]. Procedure details: 2.06 Grams of (1R)-trans-2,2-dimethyl-3-(2-methyl-1-propenyl)cyclopropanecarboxylic acid chloride was added to a mixture of 1.78 g of (2,3,5,6-tetrafluoro-4-methylphenyl)methanol, 0.87 g of pyridine and 20 ml of tetrahydrofuran under ice-cooling. The resulting mixture was stirred at room temperature for 8 hours. The reaction mixture was poured into about 100 ml of ice water and extracted twice with 100 ml of ethyl acetate. The combined ethyl acetate layer was washed with a saturated aqueous sodi... Reactants: C(C)(C)(C)OC(NCCC[C@@H](CN=[N+]=[N-])NC(=O)OC(C)(C)C)=O (tert-Butyl-{(4S)-5-azido-4-[(tert-butoxycarbonyl)amino]pentyl}carbamate). The reagents and catalysts are [Pd] (palladium on activated carbon). Run in C(C)O (ethanol). Yields the product C(C)(C)(C)OC(NCCC[C@@H](CN)NC(=O)OC(C)(C)C)=O (tert-Butyl{(4S)-5-amino-4-[(tert-butoxycarbonyl)amino]pentyl}carbamate). RXN SMILES: [C:1]([O:5][C:6](=[O:24])[NH:7][CH2:8][CH2:9][CH2:10][C@H:11]([NH:16][C:17]([O:19][C:20]([CH3:23])([CH3:22])[CH3:21])=[O:18])[CH2:12][N:13]=[N+]=[N-])([CH3:4])([CH3:3])[CH3:2]>C(O)C.[Pd]>[C:1]([O:5][C:6](=[O:24])[NH:7][CH2:8][CH2:9][CH2:10][C@H:11]([NH:16][C:17]([O:19][C:20]([CH3:23])([CH3:22])[CH3:21])=[O:18])[CH2:12][NH2:13])([CH3:4])([CH3:3])[CH3:2]. Procedure: A solution of 188 mg (0.55 mmol) of tert-butyl{(4S)-5-azido-4-[(tert-butoxycarbonyl)amino]pentyl}carbamate (Example 85A) in ethanol is hydrogenated after the addition of 20 mg of palladium on activated carbon (10%) at RT under atmospheric pressure for 12 h. The mixture is filtered through kieselguhr, and the residue is washed with ethanol. The filtrate is evaporated to dryness in vacuo. The product is reacted without further purification. Reactants: ClC1=C(C=CC(=C1)Cl)C1N(C(C2=CC=CC=C2C1C(=O)NOCC1=CC(=CS1)C(=O)OC)=O)C1C(CCCC1)NS(=O)(=O)C (methyl 5-{[({[(3RS,4RS)-3-(2,4-dichlorophenyl)-2-{(1SR,2SR)-2-[(methylsulfonyl)amino]cyclohexyl}-1-oxo-1,2,3,4-tetrahydroisoquinolin-4-yl]carbonyl}amino)oxy]methyl}thiophene-3-carboxylate), [H-].[Al+3].[Li+].[H-].[H-].[H-] (lithium aluminum hydride), O.O.O.O.O.O.O.O.O.O.S(=O)(=O)([O-])[O-].[Na+].[Na+] (Sodium sulfate decahydrate). The solvent is C1CCOC1 (THF). Reaction conditions: temperature 0 celsius, time 3 hour. Product: ClC1=C(C=CC(=C1)Cl)C1N(C(C2=CC=CC=C2C1C(=O)NOCC=1SC=C(C1)CO)=O)C1C(CCCC1)NS(=O)(=O)C ((3RS,4RS)-3-(2,4-dichlorophenyl)-N-{[4-(hydroxymethyl)-2-thienyl]methoxy}-2-{(1SR,2SR)-2-[(methylsulfonyl)amino]cyclohexyl}-1-oxo-1,2,3,4-tetrahydroisoquinoline-4-carboxamide). Yield: 28.2%. RXN SMILES: [Cl:1][C:2]1[CH:7]=[C:6]([Cl:8])[CH:5]=[CH:4][C:3]=1[CH:9]1[CH:18]([C:19]([NH:21][O:22][CH2:23][C:24]2[S:28][CH:27]=[C:26]([C:29](OC)=[O:30])[CH:25]=2)=[O:20])[C:17]2[C:12](=[CH:13][CH:14]=[CH:15][CH:16]=2)[C:11](=[O:33])[N:10]1[CH:34]1[CH2:39][CH2:38][CH2:37][CH2:36][CH:35]1[NH:40][S:41]([CH3:44])(=[O:43])=[O:42].[H-].[Al+3].[Li+].[H-].[H-].[H-].O.O.O.O.O.O.O.O.O.O.S([O-])([O-])(=O)=O.[Na+].[Na+]>C1COCC1>[Cl:1][C:2]1[CH:7]=[C:6]([Cl:8])[CH:5]=[CH:4][C:3]=1[CH:9]1[CH:18]([C:19]([NH:21][O:22][CH2:23][C:24]2[S:28][CH:27]=[C:26]([CH2:29][OH:30])[CH:25]=2)=[O:20])[C:17]2[C:12](=[CH:13][CH:14]=[CH:15][CH:16]=2)[C:11](=[O:33])[N:10]1[CH:34]1[CH2:39][CH2:38][CH2:37][CH2:36][CH:35]1[NH:40][S:41]([CH3:44])(=[O:42])=[O:43] |f:1.2.3.4.5.6,7.8.9.10.11.12.13.14.15.16.17.18.19|. Reported procedure: To a solution of 600 mg of methyl 5-{[({[(3RS,4RS)-3-(2,4-dichlorophenyl)-2-{(1SR,2SR)-2-[(methylsulfonyl)amino]cyclohexyl}-1-oxo-1,2,3,4-tetrahydroisoquinolin-4-yl]carbonyl}amino)oxy]methyl}thiophene-3-carboxylate in 40 mL of THF was added 45 mg of lithium aluminum hydride at −78° C. The solution was warmed to 0° C., followed by stirring for 3 hours. Sodium sulfate decahydrate was added thereto, followed by stirring for 1 hour. After removing sodium sulfate by filtration, the organic layer was ...